describe an organic reaction: reactants, conditions, products, and yield From a dataset of the Open Reaction Database (ORD), a public repository of structured organic reaction records. The reactants are C(CCC)C=1NC(=C(N1)C#N)C#N (2-n-butyl-4,5-dicyanoimidazole), [N+](=O)([O-])C1=CC=C(CBr)C=C1 (4-nitrobenzyl bromide). Yields the product C(CCC)C=1N(C(=C(N1)C#N)C#N)CC1=CC=C(C=C1)[N+](=O)[O-] (2-n-Butyl-4,5-dicyano-1-(4-nitrobenzyl)imidazole). Reaction SMILES: [CH2:1]([C:5]1[NH:6][C:7]([C:12]#[N:13])=[C:8]([C:10]#[N:11])[N:9]=1)[CH2:2][CH2:3][CH3:4].[N+:14]([C:17]1[CH:24]=[CH:23][C:20]([CH2:21]Br)=[CH:19][CH:18]=1)([O-:16])=[O:15]>>[CH2:1]([C:5]1[N:9]([CH2:21][C:20]2[CH:23]=[CH:24][C:17]([N+:14]([O-:16])=[O:15])=[CH:18][CH:19]=2)[C:8]([C:10]#[N:11])=[C:7]([C:12]#[N:13])[N:6]=1)[CH2:2][CH2:3][CH3:4]. Reported procedure: 2-n-Butyl-4,5-dicyano-1-(4-nitrobenzyl)imidazole was prepared from 2-n-butyl-4,5-dicyanoimidazole by the procedure in Example 1, Part A using 4-nitrobenzyl bromide as the alkylating agent. The product was obtained as an oil. NMR (200 MHz, CDCl3) δ8.29 (d, 2H, J=10 Hz); 7.29 (d, 2H, J=10 Hz); 5.36 (s, 2H); 2.67 (t, 2H, J=7 Hz); 1.70 (t of t, 2H, J=7,7 Hz); 1.36 (t of q, 2H, J=7,7 Hz); 0.86 (t, 3H, J=7 Hz). Mass Calcd. for C16H15N5O2 : 309.1225. Found: 309.1211. Yields the product C(C)(=O)NC1=CC2=C(C(=NS2(=O)=O)OCC)C=C1 (6-Acetamido-3-ethoxy-benzoisothiazole-1,1-dioxide). Reported procedure: A solution of 6-amino-3-ethoxy-benzoisothiazole-1,1-dioxide (0.23 g) and acetic anhydride (0.1 ml) in pyridine (1 ml) was stirred at room temperature for 15 hrs. Concentration and trituration under ether/petrol (1:1) gave the title compound (0.24 g). Run in N1=CC=CC=C1 (pyridine). As a reaction SMILES: [NH2:1][C:2]1[CH:15]=[CH:14][C:5]2[C:6]([O:11][CH2:12][CH3:13])=[N:7][S:8](=[O:10])(=[O:9])[C:4]=2[CH:3]=1.[C:16](OC(=O)C)(=[O:18])[CH3:17]>N1C=CC=CC=1>[C:16]([NH:1][C:2]1[CH:15]=[CH:14][C:5]2[C:6]([O:11][CH2:12][CH3:13])=[N:7][S:8](=[O:10])(=[O:9])[C:4]=2[CH:3]=1)(=[O:18])[CH3:17]. The reactants are NC1=CC2=C(C(=NS2(=O)=O)OCC)C=C1 (6-amino-3-ethoxy-benzoisothiazole-1,1-dioxide), C(C)(=O)OC(C)=O (acetic anhydride). Starting materials: ClC1=NC=C(C=C1C=C)OC[C@H]1N(CC1)C(=O)OC(C)(C)C (2-chloro-3-vinyl-5-(1-t-butyloxycarbonyl-(2S)-azetidinylmethoxy)pyridine). The reagents and catalysts are [Pt] (Pt on carbon). The solvent is CO (MeOH). Reaction conditions: time 8 hour. Product: ClC1=NC=C(C=C1CC)OC[C@H]1N(CC1)C(=O)OC(C)(C)C (2-chloro-3-ethyl-5-(1-t-butyloxycarbonyl-(2S)-azetidinylmethoxy)pyridine). Isolated yield 49.3%. Reaction SMILES: [Cl:1][C:2]1[C:7]([CH:8]=[CH2:9])=[CH:6][C:5]([O:10][CH2:11][C@@H:12]2[CH2:15][CH2:14][N:13]2[C:16]([O:18][C:19]([CH3:22])([CH3:21])[CH3:20])=[O:17])=[CH:4][N:3]=1>CO.[Pt]>[Cl:1][C:2]1[C:7]([CH2:8][CH3:9])=[CH:6][C:5]([O:10][CH2:11][C@@H:12]2[CH2:15][CH2:14][N:13]2[C:16]([O:18][C:19]([CH3:20])([CH3:22])[CH3:21])=[O:17])=[CH:4][N:3]=1. Procedure details: A suspension of 5% Pt on carbon and 2-chloro-3-vinyl-5-(1-t-butyloxycarbonyl-(2S)-azetidinylmethoxy)pyridine (Example 26 above, 440 mg, 1.36 mmol) in MeOH (10 mL) were stirred overnight under an atmosphere of hydrogen (balloon). The mixture was filtered and the filtrate was concentrated to afford 2-chloro-3-ethyl-5-(1-t-butyloxycarbonyl-(2S)-azetidinylmethoxy)pyridine as a colorless oil (219 mg, 51%): 1H NMR (CDCl3, 300 MHz) δ 1.25 (t, J=7.5 Hz, 3H), 1.42 (s, 9H), 2.32 (m, 2H), 2.71 (q, J=7.5 Hz... The reactants are O=C(O)C12CC3CC(CC(C3)C1)C2, Cc1ccccc1, [Cl-], CC12CCC3C(CCC4=CC(=O)CCC43CO)C1CCC2=O, c1ccncc1. Yields the product CC12CCC3C(CCC4=CC(=O)CCC43COC(=O)C34CC5CC(CC(C5)C3)C4)C1CCC2=O. Reaction SMILES: [C:24]12([C:34](=[O:35])[OH:36])[CH2:25][CH:26]3[CH2:27][CH:28]([CH2:29][CH:30]([CH2:31]1)[CH2:32]3)[CH2:33]2.[CH3:43][c:44]1[cH:45][cH:46][cH:47][cH:48][cH:49]1.[Cl-:23].[OH:1][CH2:2][C:3]12[CH2:4][CH2:5][C:6](=[O:22])[CH:7]=[C:8]1[CH2:9][CH2:10][CH:11]1[CH:12]3[CH2:13][CH2:14][C:15](=[O:21])[C:16]3([CH3:17])[CH2:18][CH2:19][CH:20]21.[cH:37]1[cH:38][cH:39][n:40][cH:41][cH:42]1>>[O:1]([CH2:2][C:3]12[CH2:4][CH2:5][C:6](=[O:22])[CH:7]=[C:8]1[CH2:9][CH2:10][CH:11]1[CH:12]3[CH2:13][CH2:14][C:15](=[O:21])[C:16]3([CH3:17])[CH2:18][CH2:19][CH:20]21)[C:34]([C:24]12[CH2:25][CH:26]3[CH2:27][CH:28]([CH2:29][CH:30]([CH2:31]1)[CH2:32]3)[CH2:33]2)=[O:35]. Starting materials: C(#N)C1=C(C=C(C=C1)N1N=NN=C1CN1CCN(CC1)C(=O)OC(C)(C)C)C(F)(F)F (1,1-dimethylethyl 4-({1-[4-cyano-3-(trifluoromethyl)phenyl]-1H-tetrazol-5-yl}methyl)-1-piperazinecarboxylate), C(#N)C1=C(C=C(C=C1)N1N=NN=C1CN1CCN(CC1)C(=O)OC(C)(C)C)C(F)(F)F (1,1-dimethylethyl 4-({1-[4-cyano-3-(trifluoromethyl)phenyl]-1H-tetrazol-5-yl}methyl)-1-piperazinecarboxylate), Cl (hydrochloric acid), O1CCOCC1 (dioxane). Run in CO (methanol). Run at time 1 hour. Yields the product N1(CCNCC1)CC1=NN=NN1C1=CC(=C(C#N)C=C1)C(F)(F)F (4-[5-(1-piperazinylmethyl)-1H-tetrazol-1-yl]-2-(trifluoromethyl)benzonitrile). Isolated yield 97.7%. RXN SMILES: [C:1]([C:3]1[CH:8]=[CH:7][C:6]([N:9]2[C:13]([CH2:14][N:15]3[CH2:20][CH2:19][N:18](C(OC(C)(C)C)=O)[CH2:17][CH2:16]3)=[N:12][N:11]=[N:10]2)=[CH:5][C:4]=1[C:28]([F:31])([F:30])[F:29])#[N:2].Cl.O1CCOCC1>CO>[N:15]1([CH2:14][C:13]2[N:9]([C:6]3[CH:7]=[CH:8][C:3]([C:1]#[N:2])=[C:4]([C:28]([F:31])([F:29])[F:30])[CH:5]=3)[N:10]=[N:11][N:12]=2)[CH2:16][CH2:17][NH:18][CH2:19][CH2:20]1. Procedure: To a solution of 1,1-dimethylethyl 4-({1-[4-cyano-3-(trifluoromethyl)phenyl]-1H-tetrazol-5-yl}methyl)-1-piperazinecarboxylate (Intermediate 25, 532 mg, 1.22 mmol) in methanol (8 mL) was added hydrochloric acid in dioxane (5 mL, 20.0 mmol). The reaction mixture was stirred at room temperature for 1 h. The mixture was concentrated, the white solid was dissolved in methanol and poured onto a 5 g SCX cartridge, washed with methanol (2 CV) and eluted with 10% ammonia) in methanol (2 CV). The ammonia ... Reported procedure: Lithium aluminum hydride (118 mg) is added to a solution of (2RS,3RS)-2-benzoylamino-4,4,5,5,6,6,6-heptafluoro-3-hydroxy-1-phenylhexane (1.10 g, Reference compound No. 31-2) in anhydrous tetrahydrofuran (20 ml), and the mixture is stirred for three days. The reaction mixture is filtered through Celite to remove impurities. The filtrate is concentrated under reduced pressure, diethyl ether is added to the resulting residue, and the whole is extracted with 0.1 N hydrochloric acid. Sodium hydrogenc... Reaction SMILES: [H-].[Al+3].[Li+].[H-].[H-].[H-].C([NH:15][CH:16]([CH:24]([OH:35])[C:25]([F:34])([F:33])[C:26]([F:32])([F:31])[C:27]([F:30])([F:29])[F:28])[CH2:17][C:18]1[CH:23]=[CH:22][CH:21]=[CH:20][CH:19]=1)(=O)C1C=CC=CC=1>O1CCCC1>[NH2:15][CH:16]([CH:24]([OH:35])[C:25]([F:33])([F:34])[C:26]([F:31])([F:32])[C:27]([F:28])([F:29])[F:30])[CH2:17][C:18]1[CH:19]=[CH:20][CH:21]=[CH:22][CH:23]=1 |f:0.1.2.3.4.5|. Solvent: O1CCCC1 (tetrahydrofuran). Starting materials: [H-].[Al+3].[Li+].[H-].[H-].[H-] (Lithium aluminum hydride), C(C1=CC=CC=C1)(=O)NC(CC1=CC=CC=C1)C(C(C(C(F)(F)F)(F)F)(F)F)O ((2RS,3RS)-2-benzoylamino-4,4,5,5,6,6,6-heptafluoro-3-hydroxy-1-phenylhexane). Product: NC(CC1=CC=CC=C1)C(C(C(C(F)(F)F)(F)F)(F)F)O ((2RS,3RS)-2-Amino-4,4,5,5,6,6,6-heptafluoro-3-hydroxy-1-phenylhexane). Reactants: CCCC(=O)Cl, COc1ccc(C(=O)NN)cc1, c1ccncc1. Yields the product CCCC(=O)NNC(=O)c1ccc(OC)cc1. RXN SMILES: [C:13]([CH2:14][CH2:15][CH3:16])(=[O:17])[Cl:18].[C:1]([c:2]1[cH:3][cH:4][c:5]([O:8][CH3:9])[cH:6][cH:7]1)(=[O:10])[NH:11][NH2:12].[cH:19]1[cH:20][cH:21][n:22][cH:23][cH:24]1>>[C:1]([c:2]1[cH:3][cH:4][c:5]([O:8][CH3:9])[cH:6][cH:7]1)(=[O:10])[NH:11][NH:12][C:13]([CH2:14][CH2:15][CH3:16])=[O:17]. The reactants are OC=1C(=C(C2=C(C(C(O2)(C)C)C(=O)O)C1C)C)C (2,3-dihydro-5-hydroxy-2,2,4,6,7-pentamethyl-1-benzofuran-3-carboxylic acid), B.CSC (borane methyl sulfide), CO (methanol). Solvent: O1CCCC1 (tetrahydrofuran). The product is OC=1C(=C(C2=C(C(C(O2)(C)C)CO)C1C)C)C (2,3-DIHYDRO-5-HYDROXY-2,2,4,6,7-PENTAMETHYL-1-BENZOFURAN-3-METHANOL). The yield is 0.1%. Reaction SMILES: [OH:1][C:2]1[C:3]([CH3:18])=[C:4]([CH3:17])[C:5]2[O:9][C:8]([CH3:11])([CH3:10])[CH:7]([C:12](O)=[O:13])[C:6]=2[C:15]=1[CH3:16].B.CSC.CO>O1CCCC1>[OH:1][C:2]1[C:3]([CH3:18])=[C:4]([CH3:17])[C:5]2[O:9][C:8]([CH3:11])([CH3:10])[CH:7]([CH2:12][OH:13])[C:6]=2[C:15]=1[CH3:16] |f:1.2|. Reported procedure: To a stirred solution of 58.82 g (0,235 mol) of 2,3-dihydro-5-hydroxy-2,2,4,6,7-pentamethyl-1-benzofuran-3-carboxylic acid (see Example 1) in 500 ml of dry tetrahydrofuran is added dropwise over 30 minutes 50 ml of 10M borane-methyl sulfide and the resulting mixture is stirred at reflux temperature for 7 hours. After cooling, 120 ml of methanol is added carefully and the resulting solution is evaporated to dryness. The residue is taken up in ethyl acetate and the solution is washed with 2N hydro... Starting materials: BrC1=CC(=C(C(NO)=N)C=C1)F (4-bromo-2-fluoro-N-hydroxybenzimidamide), C(C#C)(=O)OCC (ethyl propiolate). Product: BrC1=CC(=C(C(NOC=CC(=O)OCC)=N)C=C1)F (ethyl 3-(4-bromo-2-fluorobenzimidamidooxy)acrylate). As a reaction SMILES: [Br:1][C:2]1[CH:11]=[CH:10][C:5]([C:6](=[NH:9])[NH:7][OH:8])=[C:4]([F:12])[CH:3]=1.[C:13]([O:17][CH2:18][CH3:19])(=[O:16])[C:14]#[CH:15]>>[Br:1][C:2]1[CH:11]=[CH:10][C:5]([C:6](=[NH:9])[NH:7][O:8][CH:15]=[CH:14][C:13]([O:17][CH2:18][CH3:19])=[O:16])=[C:4]([F:12])[CH:3]=1. Procedure: Scheme 10 shows the synthesis of 9-bromo-2-(1-isopropyl-3-methyl-1H-1,2,4-triazol-5-yl)-5,6-dihydrobenzo[f]imidazo[1,2-d][1,4]oxazepine III from 4-bromo-2-fluorobenzonitrile 11. Addition of hydroxylamine to the nitrile of 11 gave 4-bromo-2-fluoro-N-hydroxybenzimidamide 24. Michael addition of 24 to ethyl propiolate gave ethyl 3-(4-bromo-2-fluorobenzimidamidooxy)acrylate 25. Heating 25 in a high-boiling solvent such as toluene, xylene, ethylbenzene, or diphenyl oxide gave cyclized imidazole, ethy...